Dataset: the Open Reaction Database (ORD), a public repository of structured organic reaction records. Task: describe an organic reaction: reactants, conditions, products, and yield The reactants are BrCCCBr, CN(C)C=O, COCOC1CCC2C3CCc4cc(O)ccc4C3CCC12C, [Cl-], [H-], [NH4+], [Na+], C1CCOC1. Yields the product COCOC1CCC2C3CCc4cc(OCCCBr)ccc4C3CCC12C. Reaction SMILES: [Br:26][CH2:27][CH2:28][CH2:29][Br:30].[CH3:38][N:39]([CH3:40])[CH:41]=[O:42].[CH3:3][O:4][CH2:5][O:6][CH:7]1[C:8]2([CH3:9])[CH:10]([CH2:11][CH2:12]1)[CH:13]1[CH2:14][CH2:15][c:16]3[cH:17][c:18]([OH:25])[cH:19][cH:20][c:21]3[CH:22]1[CH2:23][CH2:24]2.[Cl-:31].[H-:1].[NH4+:32].[Na+:2].[O:33]1[CH2:34][CH2:35][CH2:36][CH2:37]1>>[CH3:3][O:4][CH2:5][O:6][CH:7]1[C:8]2([CH3:9])[CH:10]([CH2:11][CH2:12]1)[CH:13]1[CH2:14][CH2:15][c:16]3[cH:17][c:18]([O:25][CH2:29][CH2:28][CH2:27][Br:26])[cH:19][cH:20][c:21]3[CH:22]1[CH2:23][CH2:24]2. Starting materials: C(C)(C)(C)OC(=O)N1CCN(C(CC1)=O)CCC=O (5-Oxo-4-(3-oxo-propyl)-[1,4]diazepane-1-carboxylic acid tert-butyl ester), C(C)(C)(C)OC(=O)N1CCN(C(CC1)=O)CCC=O (5-Oxo-4-(3-oxo-propyl)-[1,4]diazepane-1-carboxylic acid tert-butyl ester), Cl.C1CC12C(CNCC2)O ((−)-6-Aza-spiro[2.5]octan-4-ol hydrochloride), Cl.C1CC12C(CNCC2)O ((−)-6-Aza-spiro[2.5]octan-4-ol hydrochloride), B.N1=CC=CC=C1 (pyridine-borane). Isolated yield 93.6%. The product is C(C)(C)(C)OC(=O)N1CCN(C(CC1)=O)CCCN1CC(C2(CC2)CC1)O (4-[3-((−)-4-hydroxy-6-aza-spiro[2.5]oct-6-yl)-propyl]-5-oxo-[1,4]diazepane-1-carboxylic acid tert-butyl ester). Procedure details: 5-Oxo-4-(3-oxo-propyl)-[1,4]diazepane-1-carboxylic acid tert-butyl ester (intermediate 61) (0.19 g, 0.7 mmol) was reacted with (−)-6-Aza-spiro[2.5]octan-4-ol hydrochloride (intermediate 83) (0.12 g, 0.7 mmol) in DCE:EtOH (1:1, 6 ml), AcOH (0.18 ml) and pyridine-borane complex (0.18 ml, 8M in pyridine, 1.4 mmol) for 20 minutes. The reaction was then concentrated, redissolved in CH2Cl2 and washed with sat. NaHCO3, dried (Na2SO4) and concentrated. The residue was purified by flash column chromatogr... As a reaction SMILES: [C:1]([O:5][C:6]([N:8]1[CH2:14][CH2:13][C:12](=[O:15])[N:11]([CH2:16][CH2:17][CH:18]=O)[CH2:10][CH2:9]1)=[O:7])([CH3:4])([CH3:3])[CH3:2].Cl.[CH2:21]1[C:23]2([CH2:28][CH2:27][NH:26][CH2:25][CH:24]2[OH:29])[CH2:22]1.B.N1C=CC=CC=1>ClCCCl.CCO.CC(O)=O>[C:1]([O:5][C:6]([N:8]1[CH2:14][CH2:13][C:12](=[O:15])[N:11]([CH2:16][CH2:17][CH2:18][N:26]2[CH2:27][CH2:28][C:23]3([CH2:21][CH2:22]3)[CH:24]([OH:29])[CH2:25]2)[CH2:10][CH2:9]1)=[O:7])([CH3:2])([CH3:3])[CH3:4] |f:1.2,3.4,5.6|. Run in ClCCCl.CCO (DCE EtOH), CC(=O)O (AcOH). Reactants: C=CC(=O)Cc1ccccc1OC, Cc1cccc(C)c1NC(=O)CN1CCNCC1, CCO. Product: COc1ccccc1CC(=O)CCN1CCN(CC(=O)Nc2c(C)cccc2C)CC1. As a reaction SMILES: [CH3:19][O:20][c:21]1[c:22]([CH2:27][C:28]([CH:29]=[CH2:30])=[O:31])[cH:23][cH:24][cH:25][cH:26]1.[CH3:1][c:2]1[c:3]([NH:9][C:10]([CH2:11][N:12]2[CH2:13][CH2:14][NH:15][CH2:16][CH2:17]2)=[O:18])[c:4]([CH3:8])[cH:5][cH:6][cH:7]1.[CH3:32][CH2:33][OH:34]>>[CH3:1][c:2]1[c:3]([NH:9][C:10]([CH2:11][N:12]2[CH2:13][CH2:14][N:15]([CH2:30][CH2:29][C:28]([CH2:27][c:22]3[c:21]([O:20][CH3:19])[cH:26][cH:25][cH:24][cH:23]3)=[O:31])[CH2:16][CH2:17]2)=[O:18])[c:4]([CH3:8])[cH:5][cH:6][cH:7]1. Starting materials: NC12CCC(CC1)C2(C)C (1-amino-7,7-dimethylnorbornane), C(CCl)OCCCl (2,2'-dichlorodiethyl ether). The product is Cl.CC1(C2CCC1(CC2)N2CCOCC2)C (7,7-Dimethyl-1-morpholinonorbornane hydrochloride). RXN SMILES: [NH2:1][C:2]12[C:8]([CH3:10])([CH3:9])[CH:5]([CH2:6][CH2:7]1)[CH2:4][CH2:3]2.[CH2:11]([O:14][CH2:15][CH2:16]Cl)[CH2:12][Cl:13]>>[ClH:13].[CH3:9][C:8]1([CH3:10])[C:2]2([N:1]3[CH2:16][CH2:15][O:14][CH2:11][CH2:12]3)[CH2:7][CH2:6][CH:5]1[CH2:4][CH2:3]2 |f:2.3|. Reported procedure: A stirred mixture of 1-amino-7,7-dimethylnorbornane (0.7 gm) potassium carbonate (0.77 gm) and 2,2'-dichlorodiethyl ether (3 ml) was heated at 130° for 2 hrs. The reaction mixture was then cooled and partitioned between ether and 2 N hydrochloric acid solution. The aqueous layer was separated basified and extracted into ether. The organic layer was dried, and evaporated. The residue (0.8 gm) after purification by chromatography was dissolved in dry ether and treated with hydrogen chloride to giv... The reactants are N (NH3), CN(C)CC1(CCOCC1)C1=CC=C(C=C1)O (4-(4-Dimethylaminomethyl-tetrahydro-pyran-4-yl)-phenol), ClCCCN1CCC(CC1)C(=O)N (1-(3-chloro-propyl)-piperidine-4-carboxylic acid amide), C(=O)([O-])[O-].[K+].[K+] (K2CO3). Run in CO (MeOH), CN(C)C=O (DMF), C(Cl)Cl (DCM). Product: CN(C)CC1(CCOCC1)C1=CC=C(OCCCN2CCC(CC2)C(=O)N)C=C1 (1-{3-[4-(4-Dimethylaminomethyl-tetrahydro-pyran-4-yl)-phenoxy]-propyl}-piperidine-4-carboxylic acid amide). Isolated yield 20.4%. Reaction SMILES: [CH3:1][N:2]([CH2:4][C:5]1([C:11]2[CH:16]=[CH:15][C:14]([OH:17])=[CH:13][CH:12]=2)[CH2:10][CH2:9][O:8][CH2:7][CH2:6]1)[CH3:3].Cl[CH2:19][CH2:20][CH2:21][N:22]1[CH2:27][CH2:26][CH:25]([C:28]([NH2:30])=[O:29])[CH2:24][CH2:23]1.C([O-])([O-])=O.[K+].[K+].N>CO.C(Cl)Cl.CN(C=O)C>[CH3:3][N:2]([CH2:4][C:5]1([C:11]2[CH:16]=[CH:15][C:14]([O:17][CH2:19][CH2:20][CH2:21][N:22]3[CH2:23][CH2:24][CH:25]([C:28]([NH2:30])=[O:29])[CH2:26][CH2:27]3)=[CH:13][CH:12]=2)[CH2:6][CH2:7][O:8][CH2:9][CH2:10]1)[CH3:1] |f:2.3.4|. Reported procedure: 4-(4-Dimethylaminomethyl-tetrahydro-pyran-4-yl)-phenol (500 mg, 2.13 mmol), 1-(3-chloro-propyl)-piperidine-4-carboxylic acid amide (436 mg, 2,13 mmol), DMF (10 ml) and K2CO3 (1.18 g, 8.52 mmol) were reacted together according to general procedure B. The isolated material was subjected to chromatography on silica, eluant 95:4:1 (DCM:MeOH:NH3) to give the title compound as a white solid (175 mg, 20%). 1H NMR (400 MHz, CDCl3) δ7.21 (d, 2H), 6.86 (d, 2H), 5.44 (br s, 1H), 5.25 (br s, 1H), 4.00 (t, 2... Starting materials: O=[Ag], C=CCBr, COc1ccc(C2CCCNC2)cc1OC, CC(C)=O. The product is C=CCN1CCCC(c2ccc(OC)c(OC)c2)C1. As a reaction SMILES: [Ag:25]=[O:26].[CH2:17]([CH:18]=[CH2:19])[Br:20].[CH3:1][O:2][c:3]1[cH:4][c:5]([CH:11]2[CH2:12][NH:13][CH2:14][CH2:15][CH2:16]2)[cH:6][cH:7][c:8]1[O:9][CH3:10].[CH3:21][C:22](=[O:23])[CH3:24]>>[CH3:1][O:2][c:3]1[cH:4][c:5]([CH:11]2[CH2:12][N:13]([CH2:19][CH:18]=[CH2:17])[CH2:14][CH2:15][CH2:16]2)[cH:6][cH:7][c:8]1[O:9][CH3:10]. Starting materials: CCOC(=O)c1cnc2c(F)c(F)c(F)cc2c1O, O=P(Cl)(Cl)Cl. Yields the product CCOC(=O)c1cnc2c(F)c(F)c(F)cc2c1Cl. RXN SMILES: [OH:1][c:2]1[c:3]([C:15](=[O:16])[O:17][CH2:18][CH3:19])[cH:4][n:5][c:6]2[c:7]([F:14])[c:8]([F:13])[c:9]([F:12])[cH:10][c:11]12.[P:20]([Cl:21])([Cl:22])([Cl:23])=[O:24]>>[c:2]1([Cl:22])[c:3]([C:15](=[O:16])[O:17][CH2:18][CH3:19])[cH:4][n:5][c:6]2[c:7]([F:14])[c:8]([F:13])[c:9]([F:12])[cH:10][c:11]12.